The task is: describe an organic reaction: reactants, conditions, products, and yield. This data is from the Open Reaction Database (ORD), a public repository of structured organic reaction records. Starting materials: C(C(=O)Cl)(=O)Cl (Oxalyl chloride), C(=O)(O)C(CC=1C=C2C(=CN(C2=CC1)CCC)CC1=C(C=C(C(=O)OC)C=C1)OC)C (methyl 4-[5-(2-carboxypro- pyl)-1-propylindol-3-ylmethyl]-3-methoxybenzoate). Run in C(Cl)Cl (methylene chloride). The product is ClC(=O)C(CC=1C=C2C(=CN(C2=CC1)CCC)CC1=C(C=C(C(=O)OC)C=C1)OC)C (Methyl 4-[5-[2-(chlorocarbonyl)propyl]-1-propylindol-3-ylmethyl]-3-methoxybenzoat). RXN SMILES: C(Cl)(=O)C([Cl:4])=O.[C:7]([CH:10]([CH3:37])[CH2:11][C:12]1[CH:13]=[C:14]2[C:18](=[CH:19][CH:20]=1)[N:17]([CH2:21][CH2:22][CH3:23])[CH:16]=[C:15]2[CH2:24][C:25]1[CH:34]=[CH:33][C:28]([C:29]([O:31][CH3:32])=[O:30])=[CH:27][C:26]=1[O:35][CH3:36])(O)=[O:8]>C(Cl)Cl>[Cl:4][C:7]([CH:10]([CH3:37])[CH2:11][C:12]1[CH:13]=[C:14]2[C:18](=[CH:19][CH:20]=1)[N:17]([CH2:21][CH2:22][CH3:23])[CH:16]=[C:15]2[CH2:24][C:25]1[CH:34]=[CH:33][C:28]([C:29]([O:31][CH3:32])=[O:30])=[CH:27][C:26]=1[O:35][CH3:36])=[O:8]. Procedure details: Oxalyl chloride (1.88 g) was added dropwise to a stirred solution of methyl 4-[5-(2-carboxypro- pyl)-1-propylindol-3-ylmethyl]-3-methoxybenzoate (4.2 g) (prepared as described in Example 67, part c) in methylene chloride (100 ml) under a nitrogen atmosphere. After 2 hr the solvent was evaporated, the residue dissolved in ethyl acetate (50 ml) and the solvent evaporated. The residue was dissolved in tetrahydrofuran (50 ml) and the solvent again evaporated, and the residue used directly in the nex...